From a dataset of the Open Reaction Database (ORD), a public repository of structured organic reaction records. describe an organic reaction: reactants, conditions, products, and yield RXN SMILES: [Cl:1][c:2]1[cH:3][c:4]([CH:5]=[CH:6][C:7](=[O:8])[OH:9])[cH:10][cH:11][c:12]1[F:13].[NH:14]1[CH2:15][CH2:16][NH:17][C:18](=[O:21])[CH2:19][CH2:20]1>>[Cl:1][c:2]1[cH:3][c:4]([CH:5]=[CH:6][C:7](=[O:9])[N:14]2[CH2:15][CH2:16][NH:17][C:18](=[O:21])[CH2:19][CH2:20]2)[cH:10][cH:11][c:12]1[F:13]. The product is O=C1CCN(C(=O)C=Cc2ccc(F)c(Cl)c2)CCN1. The reactants are O=C(O)C=Cc1ccc(F)c(Cl)c1, O=C1CCNCCN1.